Dataset: the Open Reaction Database (ORD), a public repository of structured organic reaction records. Task: describe an organic reaction: reactants, conditions, products, and yield Starting materials: C(CC)(=O)OCC(CC(F)(F)F)Cl (2-chloro-4,4,4-trifluorobutyl propionate), CO (methanol), S(O)(O)(=O)=O (sulfuric acid). Reaction conditions: time 2.5 hour. Product: ClC(CO)CC(F)(F)F (2-Chloro-4,4,4-trifluorobutan-1-ol). As a reaction SMILES: C([O:5][CH2:6][CH:7]([Cl:13])[CH2:8][C:9]([F:12])([F:11])[F:10])(=O)CC.CO.S(=O)(=O)(O)O>>[Cl:13][CH:7]([CH2:8][C:9]([F:12])([F:11])[F:10])[CH2:6][OH:5]. Procedure: 2-Chloro-4,4,4-trifluorobutyl propionate (1) (9.58 g, 95.8 mmol), methanol (92 ml, 2.3 mol) and concentrated sulfuric acid (0.53 g, 10 mmol) are loaded into a 250-ml three-necked flask equipped with a condenser, a thermometer, a septum and a magnetic stirrer. The reaction medium is heated to reflux (between 60 and 65° C.). The mixture is left stirring for 2.5 hours. Distillation is performed at atmospheric pressure to remove the methanol and the methyl acetate. The residue is distilled at reduce... Starting materials: NCCN1CCCC1, O=C(O)c1cccc(-c2nc(N3CCOCC3)nc3c2CCN3c2ccncc2)c1. The product is O=C(NCCN1CCCC1)c1cccc(-c2nc(N3CCOCC3)nc3c2CCN3c2ccncc2)c1. RXN SMILES: [N:31]1([CH2:36][CH2:37][NH2:38])[CH2:32][CH2:33][CH2:34][CH2:35]1.[O:1]1[CH2:2][CH2:3][N:4]([c:7]2[n:8][c:9](-[c:22]3[cH:23][c:24]([C:25](=[O:26])[OH:27])[cH:28][cH:29][cH:30]3)[c:10]3[c:11]([n:12]2)[N:13]([c:16]2[cH:17][cH:18][n:19][cH:20][cH:21]2)[CH2:14][CH2:15]3)[CH2:5][CH2:6]1>>[O:1]1[CH2:2][CH2:3][N:4]([c:7]2[n:8][c:9](-[c:22]3[cH:23][c:24]([C:25](=[O:26])[NH:38][CH2:37][CH2:36][N:31]4[CH2:32][CH2:33][CH2:34][CH2:35]4)[cH:28][cH:29][cH:30]3)[c:10]3[c:11]([n:12]2)[N:13]([c:16]2[cH:17][cH:18][n:19][cH:20][cH:21]2)[CH2:14][CH2:15]3)[CH2:5][CH2:6]1. Reactants: BrC1=CC=C(C=C1)C1=C(C(=NO1)C)C(CCCC1=CC=CC=C1)O (1-[5-(4-bromo-phenyl)-3-methyl-isoxazol-4-yl]-4-phenyl-butan-1-ol), C(C)OC(=O)CCC1=CC=C(C=C1)B(O)O ([4-(2-ethoxycarbonylethyl)phenyl]boronic acid). Yields the product C(C)OC(CCC1=CC=C(C=C1)C1=CC=C(C=C1)C1=C(C(=NO1)C)C(CCCC1=CC=CC=C1)O)=O (3-{4′-[4-(1-Hydroxy-4-phenyl-butyl)-3-methyl-isoxazol-5-yl]-biphenyl-4-yl}-propionic acid ethyl ester). As a reaction SMILES: Br[C:2]1[CH:7]=[CH:6][C:5]([C:8]2[O:12][N:11]=[C:10]([CH3:13])[C:9]=2[CH:14]([OH:24])[CH2:15][CH2:16][CH2:17][C:18]2[CH:23]=[CH:22][CH:21]=[CH:20][CH:19]=2)=[CH:4][CH:3]=1.[CH2:25]([O:27][C:28]([CH2:30][CH2:31][C:32]1[CH:37]=[CH:36][C:35](B(O)O)=[CH:34][CH:33]=1)=[O:29])[CH3:26]>>[CH2:25]([O:27][C:28](=[O:29])[CH2:30][CH2:31][C:32]1[CH:37]=[CH:36][C:35]([C:2]2[CH:7]=[CH:6][C:5]([C:8]3[O:12][N:11]=[C:10]([CH3:13])[C:9]=3[CH:14]([OH:24])[CH2:15][CH2:16][CH2:17][C:18]3[CH:23]=[CH:22][CH:21]=[CH:20][CH:19]=3)=[CH:4][CH:3]=2)=[CH:34][CH:33]=1)[CH3:26]. Procedure details: Prepared according to the procedure described in Example 110, Step 3, using 1-[5-(4-bromo-phenyl)-3-methyl-isoxazol-4-yl]-4-phenyl-butan-1-ol and [4-(2-ethoxycarbonylethyl)phenyl]boronic acid. Reactants: C(C)N1C=C(C(C2=CC(=C(C=C12)F)F)=O)C(=O)O (1-ethyl-6,7-difluoro-1,4-dihydro-4-oxo-3-quinolinecarboxylic acid), C(CCCCCCCCCCC)OCC1NCCNC1 (2-[(dodecyloxy)methyl]-piperazine). Solvent: CCOCC (ether), N1=CC=CC=C1 (pyridine). Product: C(CCCCCCCCCCC)OCC1CN(CCN1)C1=C(C=C2C(C(=CN(C2=C1)CC)C(=O)O)=O)F (7-[3-[(Dodecyloxy)methyl]-1-piperazinyl]-1-ethyl-6-fluoro-1,4-dihydro-4-oxo-3-quinolinecarboxylic acid). RXN SMILES: [CH2:1]([N:3]1[C:12]2[C:7](=[CH:8][C:9]([F:14])=[C:10](F)[CH:11]=2)[C:6](=[O:15])[C:5]([C:16]([OH:18])=[O:17])=[CH:4]1)[CH3:2].[CH2:19]([O:31][CH2:32][CH:33]1[CH2:38][NH:37][CH2:36][CH2:35][NH:34]1)[CH2:20][CH2:21][CH2:22][CH2:23][CH2:24][CH2:25][CH2:26][CH2:27][CH2:28][CH2:29][CH3:30]>N1C=CC=CC=1.CCOCC>[CH2:19]([O:31][CH2:32][CH:33]1[NH:34][CH2:35][CH2:36][N:37]([C:10]2[CH:11]=[C:12]3[C:7]([C:6](=[O:15])[C:5]([C:16]([OH:18])=[O:17])=[CH:4][N:3]3[CH2:1][CH3:2])=[CH:8][C:9]=2[F:14])[CH2:38]1)[CH2:20][CH2:21][CH2:22][CH2:23][CH2:24][CH2:25][CH2:26][CH2:27][CH2:28][CH2:29][CH3:30]. Reported procedure: A 710 mg portion of 1-ethyl-6,7-difluoro-1,4-dihydro-4-oxo-3-quinolinecarboxylic acid was suspended in 5 ml of pyridine and 2 g of 2-[(dodecyloxy)methyl]-piperazine added. This mixture was heated at 80°-85° C. for 4 hours, then cooled and diluted with ether. The solid was collected, washed with ether and dried, giving 1.3 g of the desired product, mp 125°-127° C.